This data is from the Open Reaction Database (ORD), a public repository of structured organic reaction records. The task is: describe an organic reaction: reactants, conditions, products, and yield The reactants are C1CCOC1, Cc1ccccc1, Fc1ccc(C2CCC3(CC2)OCCO3)cc1, O, O=S(=O)(O)O. Yields the product O=C1CCC(c2ccc(F)cc2)CC1. Reaction SMILES: [CH2:25]1[O:26][CH2:27][CH2:28][CH2:29]1.[CH3:18][c:19]1[cH:20][cH:21][cH:22][cH:23][cH:24]1.[F:1][c:2]1[cH:3][cH:4][c:5]([CH:8]2[CH2:9][CH2:10][C:11]3([O:12][CH2:15][CH2:14][O:13]3)[CH2:16][CH2:17]2)[cH:6][cH:7]1.[OH2:35].[S:30](=[O:31])(=[O:32])([OH:33])[OH:34]>>[F:1][c:2]1[cH:3][cH:4][c:5]([CH:8]2[CH2:9][CH2:10][C:11](=[O:12])[CH2:16][CH2:17]2)[cH:6][cH:7]1. Reactants: ClC1=NC(=C(C(=C1C#N)C1=CN=CS1)C#N)SCC=1N=C(SC1)C1=CC=C(C=C1)Cl (2-chloro-6-({[2-(4-chlorophenyl)-1,3-thiazol-4-yl]methyl}sulfanyl)-4-(1,3-thiazol-5-yl)pyridine-3,5-dicarbonitrile), Cl.N1CC(C1)O (azetidin-3-ol hydrochloride), C(C)N(C(C)C)C(C)C (N-ethyl-N-(1-methylethyl)propan-2-amine). Solvent: C1CCOC1 (THF). Reaction conditions: time 2 hour. Yields the product ClC1=CC=C(C=C1)C=1SC=C(N1)CSC1=NC(=C(C(=C1C#N)C1=CN=CS1)C#N)N1CC(C1)O (2-([2-(4-Chlorophenyl)-1,3-thiazol-4-yl]methylsulfanyl)-6-(3-hydroxyazetidin-1-yl)-4-(1,3-thiazol-5-yl)pyridine-3,5-dicarbonitrile). RXN SMILES: Cl[C:2]1[C:7]([C:8]#[N:9])=[C:6]([C:10]2[S:14][CH:13]=[N:12][CH:11]=2)[C:5]([C:15]#[N:16])=[C:4]([S:17][CH2:18][C:19]2[N:20]=[C:21]([C:24]3[CH:29]=[CH:28][C:27]([Cl:30])=[CH:26][CH:25]=3)[S:22][CH:23]=2)[N:3]=1.Cl.[NH:32]1[CH2:35][CH:34]([OH:36])[CH2:33]1.C(N(C(C)C)C(C)C)C>C1COCC1>[Cl:30][C:27]1[CH:28]=[CH:29][C:24]([C:21]2[S:22][CH:23]=[C:19]([CH2:18][S:17][C:4]3[C:5]([C:15]#[N:16])=[C:6]([C:10]4[S:14][CH:13]=[N:12][CH:11]=4)[C:7]([C:8]#[N:9])=[C:2]([N:32]4[CH2:35][CH:34]([OH:36])[CH2:33]4)[N:3]=3)[N:20]=2)=[CH:25][CH:26]=1 |f:1.2|. Procedure: 100 mg (0.206 mmol) of 2-chloro-6-({[2-(4-chlorophenyl)-1,3-thiazol-4-yl]methyl}sulfanyl)-4-(1,3-thiazol-5-yl)pyridine-3,5-dicarbonitrile, together with 45 mg (0.411 mmol) of azetidin-3-ol hydrochloride and 53 mg (0.411 mmol) of N-ethyl-N-(1-methylethyl)propan-2-amine, were dissolved in 1.5 ml of THF. The mixture was stirred at room temperature for two hours, and the product was then purified by preparative HPLC (acetonitrile/water: 10:90→95:5, 0.1% TFA added). This gave 40 mg (37% of theory) of...